From a dataset of the Open Reaction Database (ORD), a public repository of structured organic reaction records. describe an organic reaction: reactants, conditions, products, and yield The reactants are ClC(=C(C)C)N(C)C (1-Chloro-N,N,2-trimethyl-1-propenylamine), N1(CCC1)C(=O)C1=CC=C(C=N1)OC=1C=C(C(=O)O)C=C(C1)O[C@@H]1COCC1 (3-{[6-(azetidin-1-ylcarbonyl)pyridin-3-yl]oxy}-5-[(3S)-tetrahydrofuran-3-yloxy]benzoic acid), NC1=NC=C(N=C1)C (2-Amino-5-methylpyrazine), N1=CC=CC=C1 (pyridine). Run in C(Cl)Cl (DCM). Reaction conditions: time 30 minute. Product: N1(CCC1)C(=O)C1=CC=C(C=N1)OC=1C=C(C(=O)NC2=NC=C(N=C2)C)C=C(C1)O[C@@H]1COCC1 (3-{[6-(Azetidin-1-ylcarbonyl)pyridin-3-yl]oxy}-N-(5-methylpyrazin-2-yl)-5-[(3S)-tetrahydrofuran-3-yloxy]benzamide). Yield: 33.6%. RXN SMILES: ClC(N(C)C)=C(C)C.[N:9]1([C:13]([C:15]2[N:20]=[CH:19][C:18]([O:21][C:22]3[CH:23]=[C:24]([CH:28]=[C:29]([O:31][C@H:32]4[CH2:36][CH2:35][O:34][CH2:33]4)[CH:30]=3)[C:25](O)=[O:26])=[CH:17][CH:16]=2)=[O:14])[CH2:12][CH2:11][CH2:10]1.[NH2:37][C:38]1[CH:43]=[N:42][C:41]([CH3:44])=[CH:40][N:39]=1.N1C=CC=CC=1>C(Cl)Cl>[N:9]1([C:13]([C:15]2[N:20]=[CH:19][C:18]([O:21][C:22]3[CH:23]=[C:24]([CH:28]=[C:29]([O:31][C@H:32]4[CH2:36][CH2:35][O:34][CH2:33]4)[CH:30]=3)[C:25]([NH:37][C:38]3[CH:43]=[N:42][C:41]([CH3:44])=[CH:40][N:39]=3)=[O:26])=[CH:17][CH:16]=2)=[O:14])[CH2:10][CH2:11][CH2:12]1. Procedure details: 1-Chloro-N,N,2-trimethyl-1-propenylamine (0.133 mL, 1.0 mmol) was added to a suspension of 3-{[6-(azetidin-1-ylcarbonyl)pyridin-3-yl]oxy}-5-[(3S)-tetrahydrofuran-3-yloxy]benzoic acid (350 mg, 0.94 mmol) in DCM (10 mL) and stirred at RT for 30 min. 2-Amino-5-methylpyrazine (196 mg, 1.82 mmol) and pyridine (0.148 mL, 1.82 mmol) were added and the reaction stirred at RT for 2 hours. The solvent was removed in vacuo and water (30 mL) added. The mixture was extracted with ethyl acetate (3×20 mL), was... Reactants: O1CCCC1 (tetrahydrofuran), CN(C(C1=C(C=CC(=C1)OC)N)=O)OC (N-methyl-N-methyloxy-2-amino-5-methyloxy-benzamide), C(C)(C)(C)OC(=O)NCC1=CC(=CC=C1)Br (N-tert-butoxycarbonyl-3-bromobenzylamine), C(CCC)[Li] (n-butyl lithium), C(C)(=O)OCC (ethyl acetate). Solvent: O (water), CCCCCC (hexane). Product: NC1=C(C(=O)C2=CC=CC=C2)C=C(C=C1CNC(=O)OC(C)(C)C)OC (2-amino-3-tert-butoxycarbonylaminomethyl-5-methyloxy-benzophenone), product. Reaction SMILES: [O:1]1[CH2:5][CH2:4][CH2:3][CH2:2]1.[CH3:6][N:7](OC)[C:8](=O)[C:9]1[CH:14]=[C:13]([O:15][CH3:16])[CH:12]=[CH:11][C:10]=1[NH2:17].[C:21]([O:25]C(NCC1C=CC=C(Br)C=1)=O)([CH3:24])([CH3:23])[CH3:22].[CH2:37]([Li])[CH2:38][CH2:39]C.C(OCC)(=[O:44])C>O.CCCCCC>[NH2:17][C:10]1[C:9]([CH2:8][NH:7][C:6]([O:25][C:21]([CH3:24])([CH3:23])[CH3:22])=[O:44])=[CH:14][C:13]([O:15][CH3:16])=[CH:12][C:11]=1[C:5]([C:4]1[CH:39]=[CH:38][CH:37]=[CH:2][CH:3]=1)=[O:1]. Procedure details: A tetrahydrofuran (15 ml) solution of N-methyl-N-methyloxy-2-amino-5-methyloxy-benzamide (0.35 g) and N-tert-butoxycarbonyl-3-bromobenzylamine (0.48 g) was cooled to −70° C. To the solution was added dropwise, while stirring, a hexane solution of n-butyl lithium (1.6 mol/L) (6.2 ml) over 20 minutes. To the mixture were then added water (40 ml) and ethyl acetate (40 ml). The organic layer was washed with water and dried over anhydrous sodium sulfate. The solvent was distilled off under reduced pr... The reactants are [H-], CCOC(=O)CCCCI, [Na+], CC(=O)CC(=O)OC(C)(C)C, C1CCOC1. Product: CCOC(=O)CCCCC(C(C)=O)C(=O)OC(C)(C)C. Reaction SMILES: [H-:12].[I:14][CH2:15][CH2:16][CH2:17][CH2:18][C:19](=[O:20])[O:21][CH2:22][CH3:23].[Na+:13].[O:1]=[C:2]([CH2:3][C:4](=[O:5])[O:6][C:7]([CH3:8])([CH3:9])[CH3:10])[CH3:11].[O:24]1[CH2:25][CH2:26][CH2:27][CH2:28]1>>[O:1]=[C:2]([CH:3]([C:4](=[O:5])[O:6][C:7]([CH3:8])([CH3:9])[CH3:10])[CH2:15][CH2:16][CH2:17][CH2:18][C:19](=[O:20])[O:21][CH2:22][CH3:23])[CH3:11].